describe an organic reaction: reactants, conditions, products, and yield From a dataset of the Open Reaction Database (ORD), a public repository of structured organic reaction records. Reactants: C[O-].[Na+] (sodium methoxide), Cl (HCl), ClC1=NC=2N(C(=C1)Cl)N=CC2CC2=C(C(=CC=C2)C(F)(F)F)C (5,7-dichloro-3-{[2-methyl-3-(trifluoromethyl)phenyl]methyl}pyrazolo[1,5-a]pyrimidine), C(C)(=O)OCC (ethyl acetate). Solvent: CO (methanol), CO (methanol). Conditions: temperature 25 celsius, time 30 minute. The product is ClC1=NC=2N(C(=C1)OC)N=CC2CC2=C(C(=CC=C2)C(F)(F)F)C (5-chloro-7-(methyloxy)-3-{[2-methyl-3-(trifluoromethyl)phenyl]methyl}pyrazolo[1,5-a]pyrimidine). Reaction SMILES: [Cl:1][C:2]1[CH:7]=[C:6](Cl)[N:5]2[N:9]=[CH:10][C:11]([CH2:12][C:13]3[CH:18]=[CH:17][CH:16]=[C:15]([C:19]([F:22])([F:21])[F:20])[C:14]=3[CH3:23])=[C:4]2[N:3]=1.C[O-].[Na+].[C:27](OCC)(=[O:29])C.Cl>CO>[Cl:1][C:2]1[CH:7]=[C:6]([O:29][CH3:27])[N:5]2[N:9]=[CH:10][C:11]([CH2:12][C:13]3[CH:18]=[CH:17][CH:16]=[C:15]([C:19]([F:22])([F:21])[F:20])[C:14]=3[CH3:23])=[C:4]2[N:3]=1 |f:1.2|. Reported procedure: To a solution of 5,7-dichloro-3-{[2-methyl-3-(trifluoromethyl)phenyl]methyl}pyrazolo[1,5-a]pyrimidine (247 mg, 0.69 mmol) in methanol (2 ml) stirred under nitrogen at room temp was added a 25% sodium methoxide solution in methanol (163 mg, 0.75 mmol) dropwise. The reaction mixture was stirred at 25° C. for 30 minutes. Reaction mixture was diluted ethyl acetate (30 mL) and 5% HCl (10 mL). Two layers were separated. Organic layer was dried and concentrated. The titled product was obtained and used...